The task is: describe an organic reaction: reactants, conditions, products, and yield. This data is from the Open Reaction Database (ORD), a public repository of structured organic reaction records. The reactants are FC1=CC=C(C=C1)[C@]1(CCN(C(O1)=O)[C@@H](C)C1=CC=C(C=C1)B1OC(C(O1)(C)C)(C)C)CCCO ((R)-6-(4-fluorophenyl)-6-(3-hydroxypropyl)-3-((S)-1-(4-(4,4,5,5-tetramethyl-1,3,2-dioxaborolan-2-yl)phenyl)ethyl)-1,3-oxazinan-2-one), BrC=1C(=NC(=CC1)C)C (3-bromo-2,6-dimethylpyridine). Product: CC1=NC(=CC=C1C1=CC=C(C=C1)[C@H](C)N1C(O[C@@](CC1)(CCCO)C1=CC=C(C=C1)F)=O)C ((R)-3-((S)-1-(4-(2,6-dimethylpyridin-3-yl)phenyl)ethyl)-6-(4-fluorophenyl)-6-(3-hydroxypropyl)-1,3-oxazinan-2-one). Reaction SMILES: [F:1][C:2]1[CH:7]=[CH:6][C:5]([C@:8]2([CH2:32][CH2:33][CH2:34][OH:35])[O:13][C:12](=[O:14])[N:11]([C@H:15]([C:17]3[CH:22]=[CH:21][C:20](B4OC(C)(C)C(C)(C)O4)=[CH:19][CH:18]=3)[CH3:16])[CH2:10][CH2:9]2)=[CH:4][CH:3]=1.Br[C:37]1[C:38]([CH3:44])=[N:39][C:40]([CH3:43])=[CH:41][CH:42]=1>>[CH3:44][C:38]1[C:37]([C:20]2[CH:19]=[CH:18][C:17]([C@@H:15]([N:11]3[CH2:10][CH2:9][C@@:8]([C:5]4[CH:4]=[CH:3][C:2]([F:1])=[CH:7][CH:6]=4)([CH2:32][CH2:33][CH2:34][OH:35])[O:13][C:12]3=[O:14])[CH3:16])=[CH:22][CH:21]=2)=[CH:42][CH:41]=[C:40]([CH3:43])[N:39]=1. Reported procedure: The title compound was prepared from (R)-6-(4-fluorophenyl)-6-(3-hydroxypropyl)-3-((S)-1-(4-(4,4,5,5-tetramethyl-1,3,2-dioxaborolan-2-yl)phenyl)ethyl)-1,3-oxazinan-2-one and 3-bromo-2,6-dimethylpyridine following a procedure analogous to that described in Example 1 Step 2. LC-MS Method 2 tR=1.012, m/z=463.1; 1H NMR (CDCl3) 1.32 (m, 2H), 1.49 (d, 3H), 1.62 (m, 2H), 1.86-1.96 (m, 2H), 2.17-2.29 (m, 3H), 2.31 (s, 3H), 2.49 (s, 3H), 2.93 (m, 1H), 3.51 (m, 2H), 5.68 (m, 1H), 6.88-7.03 (m, 7H), 7.25 (... Reactants: OC(=O)C(F)(F)F.FC1=C(OC2CCN(CC2)C2=C(N=C3C(=N2)CNCC3)NC(C)C)C=CC(=C1)F (3-(4-(2,4-difluorophenoxyl)piperidin-1-yl)-N-isopropyl-5,6,7,8-tetrahydropyrido[3,4-b]pyrazin-2-amine TFA salt), C(=O)([O-])[O-].[Cs+].[Cs+] (Cs2CO3), FC(CI)F (1,1-difluoro-2-iodoethane). The solvent is CN(C)C=O (DMF). Conditions: temperature 80 celsius, time 18 hour. Yields the product FC(CN1CC2=NC(=C(N=C2CC1)NC(C)C)N1CCC(CC1)OC1=C(C=C(C=C1)F)F)F (6-(2,2-difluoroethyl)-3-(4-(2,4-difluorophenoxyl)piperidin-1-yl)-N-isopropyl-5,6,7,8-tetrahydropyrido[3,4-b]pyrazin-2-amine), C(=O)(C(F)(F)F)O (TFA). The yield is 133.7%. RXN SMILES: [OH:1][C:2]([C:4]([F:7])([F:6])[F:5])=[O:3].[F:8][C:9]1[CH:35]=[C:34]([F:36])[CH:33]=[CH:32][C:10]=1[O:11][CH:12]1[CH2:17][CH2:16][N:15]([C:18]2[N:23]=[C:22]3[CH2:24][NH:25][CH2:26][CH2:27][C:21]3=[N:20][C:19]=2[NH:28][CH:29]([CH3:31])[CH3:30])[CH2:14][CH2:13]1.C([O-])([O-])=O.[Cs+].[Cs+].FC(F)CI>CN(C=O)C>[F:5][CH:4]([F:7])[CH2:2][N:25]1[CH2:26][CH2:27][C:21]2[C:22](=[N:23][C:18]([N:15]3[CH2:16][CH2:17][CH:12]([O:11][C:10]4[CH:32]=[CH:33][C:34]([F:36])=[CH:35][C:9]=4[F:8])[CH2:13][CH2:14]3)=[C:19]([NH:28][CH:29]([CH3:31])[CH3:30])[N:20]=2)[CH2:24]1.[C:2]([OH:3])([C:4]([F:7])([F:6])[F:5])=[O:1] |f:0.1,2.3.4|. Procedure details: To a suspension of 3-(4-(2,4-difluorophenoxyl)piperidin-1-yl)-N-isopropyl-5,6,7,8-tetrahydropyrido[3,4-b]pyrazin-2-amine TFA salt (50 mg, 0.080 mmol) and Cs2CO3 (92 mg, 0.281 mmol) in DMF (0.5 mL) was added 1,1-difluoro-2-iodoethane (0.071 mL, 0.804 mmol) at 23° C. The reaction mixture was stirred at 80° C. for 18 h. The resulting crude material was filtered, rinsed with DMSO (2×0.5 mL), and purified by HPLC Method B using a 30% to 70% ACN gradient to give the title compound as a TFA salt (6.1 m... Conditions: time 2 hour. Isolated yield 81.2%. Procedure details: To a solution of (5R)-5,6-bis(nitrooxy)hexyl 4-nitrobenzoate (3.1 g, 8.3 mmol) in THF-EtOH (1:1, 0.5 M) at 0° C. was added sodium hydroxide 2N (10 mL, 20 mmol, 2 equiv) dropwise over 5 min. The reaction was stirred at rt for 2 h. The reaction mixture was quenched with a saturated NaHCO3 solution and extracted 3 times with EtOAc. The combined organic layers were washed with brine, dried over Na2SO4, filtered and evaporated. The product was purified by combi-flash 120 g silica gel cartridge using ... As a reaction SMILES: [N+](C1C=CC(C([O:10][CH2:11][CH2:12][CH2:13][CH2:14][C@@H:15]([O:21][N+:22]([O-:24])=[O:23])[CH2:16][O:17][N+:18]([O-:20])=[O:19])=O)=CC=1)([O-])=O.[OH-].[Na+]>C1COCC1.CCO>[N+:18]([O-:20])([O:17][CH2:16][C@H:15]([O:21][N+:22]([O-:24])=[O:23])[CH2:14][CH2:13][CH2:12][CH2:11][OH:10])=[O:19] |f:1.2,3.4|. Starting materials: [N+](=O)([O-])C1=CC=C(C(=O)OCCCC[C@H](CO[N+](=O)[O-])O[N+](=O)[O-])C=C1 ((5R)-5,6-bis(nitrooxy)hexyl 4-nitrobenzoate), [OH-].[Na+] (sodium hydroxide). Yields the product [N+](=O)(OC[C@@H](CCCCO)O[N+](=O)[O-])[O-] ((2R)-6-hydroxyhexane-1,2-diyl dinitrate). Solvent: C1CCOC1.CCO (THF EtOH). Reactants: CC(=O)OCC(=O)Cl, N#Cc1c(N)cccc1N1CCOCC1, c1ccncc1. The product is CC(=O)OCC(=O)Nc1cccc(N2CCOCC2)c1C#N. Reaction SMILES: [C:16]([CH3:17])(=[O:18])[O:19][CH2:20][C:21](=[O:22])[Cl:23].[NH2:1][c:2]1[c:3]([C:4]#[N:5])[c:6]([N:10]2[CH2:11][CH2:12][O:13][CH2:14][CH2:15]2)[cH:7][cH:8][cH:9]1.[cH:24]1[cH:25][cH:26][n:27][cH:28][cH:29]1>>[NH:1]([c:2]1[c:3]([C:4]#[N:5])[c:6]([N:10]2[CH2:11][CH2:12][O:13][CH2:14][CH2:15]2)[cH:7][cH:8][cH:9]1)[C:21]([CH2:20][O:19][C:16]([CH3:17])=[O:18])=[O:22]. Reactants: COC(C(=O)Cl)c1ccccc1, O=C1CCOCC1. The product is COC(C(=O)C1COCCC1=O)c1ccccc1. As a reaction SMILES: [CH3:1][O:2][CH:3]([C:4](=[O:5])[Cl:6])[c:7]1[cH:8][cH:9][cH:10][cH:11][cH:12]1.[O:13]1[CH2:14][CH2:15][C:16](=[O:19])[CH2:17][CH2:18]1>>[CH3:1][O:2][CH:3]([C:4](=[O:5])[CH:15]1[CH2:14][O:13][CH2:18][CH2:17][C:16]1=[O:19])[c:7]1[cH:8][cH:9][cH:10][cH:11][cH:12]1. The reactants are C(C)(=O)C1=CC=C(C=C1)C1=CC=CC=C1 (4-acetylbiphenyl), BrCC(=O)OCC (ethyl bromoacetate), [OH-].[NH4+] (ammonium hydroxide), OCC(O)CO (glycerine). Reagents/catalysts: [Zn] (zinc). Solvent: O1CCCC1 (tetrahydrofuran), B(OC)(OC)OC (trimethyl borate). Yields the product C(C)OC(C=C(C)C1=CC=C(C=C1)C1=CC=CC=C1)=O (3-(4-Biphenylyl)-2-butenoic acid ethyl ester). As a reaction SMILES: [C:1]([C:4]1[CH:9]=[CH:8][C:7]([C:10]2[CH:15]=[CH:14][CH:13]=[CH:12][CH:11]=2)=[CH:6][CH:5]=1)(=O)[CH3:2].Br[CH2:17][C:18]([O:20][CH2:21][CH3:22])=[O:19].[OH-].[NH4+].OCC(CO)O>O1CCCC1.B(OC)(OC)OC.[Zn]>[CH2:21]([O:20][C:18](=[O:19])[CH:17]=[C:1]([C:4]1[CH:9]=[CH:8][C:7]([C:10]2[CH:15]=[CH:14][CH:13]=[CH:12][CH:11]=2)=[CH:6][CH:5]=1)[CH3:2])[CH3:22] |f:2.3|. Reported procedure: 6.45 g (0.1 mole) of activated zinc metal (20 mesh) is placed in a flask fitted with a septum inlet and a magnetic stirrer. The system is maintained under a nitrogen atmosphere and kept at a temperature of 25° C. on a water bath. A solution of 19.6 g (0.1 mole) of 4-acetylbiphenyl in 75 ml of dry tetrahydrofuran and 75 ml of trimethyl borate (distilled from calcium hydride) is injected and the mixture stirred. 11.1 ml (0.1 mole) of freshly distilled ethyl bromoacetate is injected in one shot and...